Dataset: the Open Reaction Database (ORD), a public repository of structured organic reaction records. Task: describe an organic reaction: reactants, conditions, products, and yield The reactants are CCOCc1nc2cnc3ccccc3c2n1CC(C)(C)O, C=CS(=O)(=O)c1ccccc1, [H-], [Na+], C1CCOC1. Yields the product CCOCc1nc2cnc3ccccc3c2n1CC(C)(C)OCCS(=O)(=O)c1ccccc1. As a reaction SMILES: [CH2:3]([CH3:4])[O:5][CH2:6][c:7]1[n:8]([CH2:20][C:21]([CH3:22])([OH:23])[CH3:24])[c:9]2[c:10]([cH:11][n:12][c:13]3[cH:14][cH:15][cH:16][cH:17][c:18]23)[n:19]1.[CH:25](=[CH2:26])[S:27](=[O:28])(=[O:29])[c:30]1[cH:31][cH:32][cH:33][cH:34][cH:35]1.[H-:1].[Na+:2].[O:36]1[CH2:37][CH2:38][CH2:39][CH2:40]1>>[CH2:3]([CH3:4])[O:5][CH2:6][c:7]1[n:8]([CH2:20][C:21]([CH3:22])([O:23][CH2:26][CH2:25][S:27](=[O:28])(=[O:29])[c:30]2[cH:31][cH:32][cH:33][cH:34][cH:35]2)[CH3:24])[c:9]2[c:10]([cH:11][n:12][c:13]3[cH:14][cH:15][cH:16][cH:17][c:18]23)[n:19]1. Starting materials: Cc1ccc2n(C3CCCCO3)ncc2c1B4OC(C)(C)C(C)(C)O4, IC1=CC=C2N=CC=CC2=C1. The reagents and catalysts are [OH-].[Na+], CC(C)(C)c1ccc(cc1)c2ccc(cc2)C(C)(C)C, CC(C)(C)P(C(C)(C)C)C(C)(C)C, CC(=O)[O-].CC(=O)[O-].[Pd+2]. Solvent: O, CN(C)C=O, CCC1=CC(CC)=CC=C1, CC#N, O, Cc1ccccc1, CCc1cc(CC)cc(CC)c1. Run at temperature 100 celsius, pressure 100 bar, time 1 minute. The product is CC(C=C1)=C(C2=CC=C(N=CC=C3)C3=C2)C4=C1N(C5OCCCC5)N=C4. Yield: 93.4%. The reactants are Br.CC1=CC=CC2=C1N=C(S2)N(C)C (4-Methyl-2-dimethylaminobenzothiazole hydrobromide), O.NN (hydrazine hydrate). Solvent: C(CO)O (ethylene glycol). Conditions: temperature 140 celsius. The product is CC1=CC=CC2=C1N=C(S2)NN (4-METHYL-2-HYDRAZINOBENZOTHIAZOLE). Isolated yield 79.0%. RXN SMILES: Br.[CH3:2][C:3]1[C:8]2[N:9]=[C:10]([N:12](C)C)[S:11][C:7]=2[CH:6]=[CH:5][CH:4]=1.O.[NH2:16]N>C(O)CO>[CH3:2][C:3]1[C:8]2[N:9]=[C:10]([NH:12][NH2:16])[S:11][C:7]=2[CH:6]=[CH:5][CH:4]=1 |f:0.1,2.3|. Procedure details: 4-Methyl-2-dimethylaminobenzothiazole hydrobromide (10.95 g.; 0.04 mole), 85% hydrazine hydrate representing 8.01 g., 0.12 mole, and 33 ml. of ethylene glycol were mixed at room temperature and the mixture heated to 140°C. under nitrogen atmosphere. The reaction mixture was maintained at this temperature overnight. After 39 hours of reaction time, the reaction was cooled, diluted with 33 ml. of water, and filtered to separate the desired 4-methyl-2-hydrazinobenzothiazole compound. It was washed ... Starting materials: FC1=C(C=CC=C1F)C(C)=O (2′,3′-Difluoroacetophenone), O=C(C(=O)OCC)C(=O)OCC (diethyl ketomalonate), crude mixture. Run in C1(=CC=CC=C1)C (toluene). Yields the product FC1=C(C=CC=C1F)C(CC(C(=O)OCC)(C(=O)OCC)O)=O (Diethyl 2-[2-(2,3-difluorophenyl)-2-oxoethyl]-2-hydroxymalonate). RXN SMILES: [F:1][C:2]1[C:7]([F:8])=[CH:6][CH:5]=[CH:4][C:3]=1[C:9](=[O:11])[CH3:10].[O:12]=[C:13]([C:19]([O:21][CH2:22][CH3:23])=[O:20])[C:14]([O:16][CH2:17][CH3:18])=[O:15]>C1(C)C=CC=CC=1>[F:1][C:2]1[C:7]([F:8])=[CH:6][CH:5]=[CH:4][C:3]=1[C:9](=[O:11])[CH2:10][C:13]([OH:12])([C:19]([O:21][CH2:22][CH3:23])=[O:20])[C:14]([O:16][CH2:17][CH3:18])=[O:15]. Procedure details: 2′,3′-Difluoroacetophenone (10.23 g, 65.6 mmol) and diethyl ketomalonate (15 mL, 98.4 mmol) were stirred at 140° C. for 48 hours. The crude mixture was diluted with toluene and purified by chromatography on silica gel, eluting with 20% v/v ethyl acetate in hexane to afford the title compound as an oil. The reactants are COc1cccc(Nc2c(C(N)=O)cnc3c(C)cc(S(=O)(=O)c4cccc(C(=O)NCCCCCCCC=O)c4)cc23)c1, COc1cccc(Nc2c(C(N)=O)cnc3c(C)cc(S(=O)(=O)c4cccc(C(=O)Nc5ccc(C#CCCCCO)cc5)c4)cc23)c1. The product is COc1cccc(Nc2c(C(N)=O)cnc3c(C)cc(S(=O)(=O)c4cccc(C(=O)Nc5ccc(C#CCCCC=O)cc5)c4)cc23)c1. As a reaction SMILES: [CH3:1][O:2][c:3]1[cH:4][c:5]([NH:6][c:7]2[c:8]3[c:9]([c:10]([CH3:11])[cH:12][c:13]([S:14]([c:15]4[cH:16][cH:17][cH:18][c:19]([C:20](=[O:21])[NH:22][CH2:23][CH2:24][CH2:25][CH2:26][CH2:27][CH2:28][CH2:29][CH:30]=[O:31])[cH:32]4)(=[O:33])=[O:34])[cH:35]3)[n:36][cH:37][c:38]2[C:39]([NH2:40])=[O:41])[cH:42][cH:43][cH:44]1.[OH:45][CH2:46][CH2:47][CH2:48][CH2:49][C:50]#[C:51][c:52]1[cH:53][cH:54][c:55]([NH:58][C:59](=[O:60])[c:61]2[cH:62][c:63]([S:67](=[O:68])(=[O:69])[c:70]3[cH:71][c:72]4[c:73]([NH:84][c:85]5[cH:86][c:87]([O:91][CH3:92])[cH:88][cH:89][cH:90]5)[c:74]([C:81](=[O:82])[NH2:83])[cH:75][n:76][c:77]4[c:78]([CH3:80])[cH:79]3)[cH:64][cH:65][cH:66]2)[cH:56][cH:57]1>>[O:45]=[CH:46][CH2:47][CH2:48][CH2:49][C:50]#[C:51][c:52]1[cH:53][cH:54][c:55]([NH:58][C:59](=[O:60])[c:61]2[cH:62][c:63]([S:67](=[O:68])(=[O:69])[c:70]3[cH:71][c:72]4[c:73]([NH:84][c:85]5[cH:86][c:87]([O:91][CH3:92])[cH:88][cH:89][cH:90]5)[c:74]([C:81](=[O:82])[NH2:83])[cH:75][n:76][c:77]4[c:78]([CH3:80])[cH:79]3)[cH:64][cH:65][cH:66]2)[cH:56][cH:57]1.